From a dataset of the Open Reaction Database (ORD), a public repository of structured organic reaction records. describe an organic reaction: reactants, conditions, products, and yield Reactants: FC1=C(N)C=CC=C1C(F)(F)F (2-Fluoro-3-trifluoromethylaniline), C1CC(=O)N(C1=O)Br (NBS). The solvent is CN(C)C=O (DMF), CCOCC (Et2O), CN(C)C=O (DMF). Conditions: time 3 hour. Yields the product BrC1=C(C(=C(N)C=C1)F)C(F)(F)F (4-bromo-2-fluoro-3-trifluoromethylaniline). As a reaction SMILES: [F:1][C:2]1[C:8]([C:9]([F:12])([F:11])[F:10])=[CH:7][CH:6]=[CH:5][C:3]=1[NH2:4].C1C(=O)N([Br:20])C(=O)C1>CN(C=O)C.CCOCC>[Br:20][C:7]1[CH:6]=[CH:5][C:3]([NH2:4])=[C:2]([F:1])[C:8]=1[C:9]([F:10])([F:11])[F:12]. Procedure details: 2-Fluoro-3-trifluoromethylaniline (28.8 g, 161 mmol) is dissolved in DMF (100 mL). A solution of NBS (28.6 g, 161 mmol) in DMF (100 mL) is added dropwise at room temperature. After 3 hours, the reaction is diluted with Et2O and washed with brine. The separated organic phase is dried (Na2SO4) and concentrated to give 4-bromo-2-fluoro-3-trifluoromethylaniline as an oil.